This data is from the Open Reaction Database (ORD), a public repository of structured organic reaction records. The task is: describe an organic reaction: reactants, conditions, products, and yield Starting materials: BrC1=C(C(=CC(=C1Cl)CC1=CC=C(C=C1)OCC)[C@@H]1O[C@@H]([C@H]([C@@H]([C@H]1OCC1=CC=CC=C1)OCC1=CC=CC=C1)OCC1=CC=CC=C1)COCC1=CC=CC=C1)O (2-Bromo-3-chloro-4-(4-ethoxybenzyl)-6-((2S,3S,4R,5R,6R)-3,4,5-tris(benzyloxy)-6-(benzyloxymethyl)tetrahydro-2H-pyran-2-yl)phenol), C(C1=CC=CC=C1)C=1C(=C(C=C(C1)[C@@H]1O[C@@H]([C@H]([C@@H]([C@H]1OCC1=CC=CC=C1)OCC1=CC=CC=C1)OCC1=CC=CC=C1)COCC1=CC=CC=C1)O)Cl (3-Benzyl-2-chloro-5-((2S,3S,4R,5R,6R)-3,4,5-tris(benzyloxy)-6-((benzyloxy)methyl)tetrahydro-2H-pyran-2-yl)phenol). Product: C(C1=CC=CC=C1)C=1C(=C(C(=C(C1)[C@@H]1O[C@@H]([C@H]([C@@H]([C@H]1OCC1=CC=CC=C1)OCC1=CC=CC=C1)OCC1=CC=CC=C1)COCC1=CC=CC=C1)Br)O)Cl (3-Benzyl-6-bromo-2-chloro-5-((2S,3S,4R,5R,6R)-3,4,5-tris(benzyloxy)-6-((benzyloxy)methyl)tetrahydro-2H-pyran-2-yl)phenol). RXN SMILES: [Br:1]C1C(Cl)=C(CC2C=CC(OCC)=CC=2)C=C([C@H]2[C@H](OCC3C=CC=CC=3)[C@@H](OCC3C=CC=CC=3)[C@H](OCC3C=CC=CC=3)[C@@H](COCC3C=CC=CC=3)O2)C=1O.[CH2:59]([C:66]1[C:67]([Cl:112])=[C:68]([OH:111])[CH:69]=[C:70]([C@H:72]2[C@H:77]([O:78][CH2:79][C:80]3[CH:85]=[CH:84][CH:83]=[CH:82][CH:81]=3)[C@@H:76]([O:86][CH2:87][C:88]3[CH:93]=[CH:92][CH:91]=[CH:90][CH:89]=3)[C@H:75]([O:94][CH2:95][C:96]3[CH:101]=[CH:100][CH:99]=[CH:98][CH:97]=3)[C@@H:74]([CH2:102][O:103][CH2:104][C:105]3[CH:110]=[CH:109][CH:108]=[CH:107][CH:106]=3)[O:73]2)[CH:71]=1)[C:60]1[CH:65]=[CH:64][CH:63]=[CH:62][CH:61]=1>>[CH2:59]([C:66]1[C:67]([Cl:112])=[C:68]([OH:111])[C:69]([Br:1])=[C:70]([C@H:72]2[C@H:77]([O:78][CH2:79][C:80]3[CH:85]=[CH:84][CH:83]=[CH:82][CH:81]=3)[C@@H:76]([O:86][CH2:87][C:88]3[CH:93]=[CH:92][CH:91]=[CH:90][CH:89]=3)[C@H:75]([O:94][CH2:95][C:96]3[CH:97]=[CH:98][CH:99]=[CH:100][CH:101]=3)[C@@H:74]([CH2:102][O:103][CH2:104][C:105]3[CH:110]=[CH:109][CH:108]=[CH:107][CH:106]=3)[O:73]2)[CH:71]=1)[C:60]1[CH:65]=[CH:64][CH:63]=[CH:62][CH:61]=1. Reported procedure: Similar procedure with preparation of 28 proceeded except for using compound 170 to obtain the compound 171. Starting materials: [Pb]=O (lead oxide), S(O)(O)(=O)=O (sulfuric acid), S(=O)(=O)([O-])[O-].[Na+].[Na+] (sodium sulfate), S(O)(O)(=O)=O (sulfuric acid), manganous sulfate, COC1=CC=C(C=C1)C (p-methoxytoluene). Run in O (water), O (water). Reaction conditions: time 3.33 hour. Yields the product COC=1C=CC(=CC1)C=O (anisaldehyde). The yield is 46.0%. As a reaction SMILES: [Pb]=[O:2].S(=O)(=O)(O)O.S([O-])([O-])(=O)=O.[Na+].[Na+].[CH3:15][O:16][C:17]1[CH:22]=[CH:21][C:20]([CH3:23])=[CH:19][CH:18]=1>O>[CH3:15][O:16][C:17]1[CH:22]=[CH:21][C:20]([CH:23]=[O:2])=[CH:19][CH:18]=1 |f:2.3.4|. Procedure details: In this example a divided electrochemical cell provided with a lead oxide anode and cathode and an anion exchange membrane sold under the tradename IONAC 3475 was used. The anolyte was prepared by admixing 25 grams of sulfuric acid with 250 grams of water and thereafter adding 100 grams of manganous sulfate. The catholyte was prepared by adding 25 grams of sulfuric acid to 250 grams of water and thereafter adding 30 grams of sodium sulfate. The anolyte solution and catholyte solution were added ... Reactants: OC(c1ccc(CBr)cc1)(C(F)(F)F)C(F)(F)F, O=C([O-])[O-], CC#N, ClCCl, [K+], [K+], Nc1ccc(C(=O)N2CCNCC2)cc1F. Yields the product Nc1ccc(C(=O)N2CCN(Cc3ccc(C(O)(C(F)(F)F)C(F)(F)F)cc3)CC2)cc1F. RXN SMILES: [Br:1][CH2:2][c:3]1[cH:4][cH:5][c:6]([C:9]([C:10]([F:11])([F:12])[F:13])([C:14]([F:15])([F:16])[F:17])[OH:18])[cH:7][cH:8]1.[C:19](=[O:20])([O-:21])[O-:22].[CH3:25][C:26]#[N:27].[Cl:44][CH2:45][Cl:46].[K+:23].[K+:24].[NH2:28][c:29]1[c:30]([F:43])[cH:31][c:32]([C:35](=[O:36])[N:37]2[CH2:38][CH2:39][NH:40][CH2:41][CH2:42]2)[cH:33][cH:34]1>>[CH2:2]([c:3]1[cH:4][cH:5][c:6]([C:9]([C:10]([F:11])([F:12])[F:13])([C:14]([F:15])([F:16])[F:17])[OH:18])[cH:7][cH:8]1)[N:40]1[CH2:39][CH2:38][N:37]([C:35]([c:32]2[cH:31][c:30]([F:43])[c:29]([NH2:28])[cH:34][cH:33]2)=[O:36])[CH2:42][CH2:41]1. Reactants: C=CC(=O)OCC, CCO, Nc1cccc(Cl)c1, Cl. Product: CCOC(=O)CCNc1cccc(Cl)c1. RXN SMILES: [C:9]([CH:10]=[CH2:11])(=[O:12])[O:13][CH2:14][CH3:15].[CH3:17][CH2:18][OH:19].[Cl:1][c:2]1[cH:3][c:4]([NH2:5])[cH:6][cH:7][cH:8]1.[ClH:16]>>[Cl:1][c:2]1[cH:3][c:4]([NH:5][CH2:11][CH2:10][C:9](=[O:12])[O:13][CH2:14][CH3:15])[cH:6][cH:7][cH:8]1.